This data is from the Open Reaction Database (ORD), a public repository of structured organic reaction records. The task is: describe an organic reaction: reactants, conditions, products, and yield Reactants: [BH4-], CCOP(=O)(CC1OC(COC(C)=O)C(OCc2ccccc2)C(OCc2ccccc2)C1N=[N+]=[N-])OCC, CC(=O)OC(C)=O, CO, Cc1ccccc1, [Na+], Cl[Ni]Cl. The product is CCOP(=O)(CC1OC(COC(C)=O)C(OCc2ccccc2)C(OCc2ccccc2)C1NC(C)=O)OCC. RXN SMILES: [BH4-:40].[C:1]([CH3:2])(=[O:3])[O:4][CH2:5][CH:6]1[CH:7]([O:32][CH2:33][c:34]2[cH:35][cH:36][cH:37][cH:38][cH:39]2)[CH:8]([O:24][CH2:25][c:26]2[cH:27][cH:28][cH:29][cH:30][cH:31]2)[CH:9]([N:21]=[N+:22]=[N-:23])[CH:10]([CH2:12][P:13]([O:14][CH2:15][CH3:16])(=[O:17])[O:18][CH2:19][CH3:20])[O:11]1.[CH3:42][C:43](=[O:44])[O:45][C:46]([CH3:47])=[O:48].[CH3:49][OH:50].[CH3:51][c:52]1[cH:53][cH:54][cH:55][cH:56][cH:57]1.[Na+:41].[Ni:58]([Cl:59])[Cl:60]>>[C:1]([CH3:2])(=[O:3])[O:4][CH2:5][CH:6]1[CH:7]([O:32][CH2:33][c:34]2[cH:35][cH:36][cH:37][cH:38][cH:39]2)[CH:8]([O:24][CH2:25][c:26]2[cH:27][cH:28][cH:29][cH:30][cH:31]2)[CH:9]([NH:21][C:43]([CH3:42])=[O:44])[CH:10]([CH2:12][P:13]([O:14][CH2:15][CH3:16])(=[O:17])[O:18][CH2:19][CH3:20])[O:11]1. The reactants are C1CCOC1, COC(=O)c1c(Cl)ccc(C(Cl)=NO)c1F, Nc1cccc(C(F)(F)F)c1, Nc1ccccc1. The product is COC(=O)c1c(Cl)ccc(C(=NO)Nc2cccc(C(F)(F)F)c2)c1F. As a reaction SMILES: [CH2:35]1[O:36][CH2:37][CH2:38][CH2:39]1.[CH3:1][O:2][C:3]([c:4]1[c:5]([F:15])[c:6]([C:11](=[N:12][OH:13])[Cl:14])[cH:7][cH:8][c:9]1[Cl:10])=[O:16].[F:17][C:18]([c:19]1[cH:20][c:21]([NH2:22])[cH:23][cH:24][cH:25]1)([F:26])[F:27].[NH2:28][c:29]1[cH:30][cH:31][cH:32][cH:33][cH:34]1>>[CH3:1][O:2][C:3]([c:4]1[c:5]([F:15])[c:6]([C:11](=[N:12][OH:13])[NH:22][c:21]2[cH:20][c:19]([C:18]([F:17])([F:26])[F:27])[cH:25][cH:24][cH:23]2)[cH:7][cH:8][c:9]1[Cl:10])=[O:16]. The reactants are [N+](=O)([O-])[O-].[K+] (KNO3), ClC1=C2NC(C(NC2=CC(=C1)F)=O)=O (5-Chloro-7-fluoro-1,4-dihydro-2,3-quinoxalinedione), ice water. The solvent is OS(=O)(=O)O (H2SO4). Run at temperature 0 celsius, time 3 hour. Product: ClC1=C2NC(C(NC2=CC(=C1[N+](=O)[O-])F)=O)=O (5-chloro-6-nitro-7-fluoro-1,4-dihydro-2,3-quinoxalinedione). Yield: 85.3%. Reaction SMILES: [Cl:1][C:2]1[CH:11]=[C:10]([F:12])[CH:9]=[C:8]2[C:3]=1[NH:4][C:5](=[O:14])[C:6](=[O:13])[NH:7]2.[N+:15]([O-])([O-:17])=[O:16].[K+]>OS(O)(=O)=O>[Cl:1][C:2]1[C:11]([N+:15]([O-:17])=[O:16])=[C:10]([F:12])[CH:9]=[C:8]2[C:3]=1[NH:4][C:5](=[O:14])[C:6](=[O:13])[NH:7]2 |f:1.2|. Procedure details: The Method of Cheeseman, supra. was adapted. 5-Chloro-7-fluoro-1,4-dihydro-2,3-quinoxalinedione (30 mg, 0.14 mMol) was dissolved in concentrated H2SO4 (0.5 ml) at 0° C. for 30 min, and KNO3 (17 mg, 0.17 mmole, Baker) was added in one portion to this solution. The mixture was stirred at 0° C. for 3 h, then at room temperature for 30 h. It was poured into ice water (5 g) and the precipitate was collected by filtration. The precipitate was dissolved in 1N NaOH (5 mL), then was acidified to pH=2 wit... Starting materials: OC(C#N)C1=CC(=CC=C1)OC(C(F)F)(F)F (2-Hydroxy-2-(3-(1,1,2,2-tetrafluoroethoxy)phenyl)acetonitrile), CO (MeOH), Cl (HCl), O1CCOCC1 (dioxane). Solvent: C(C)OCC (diethyl ether). Run at temperature 0 celsius, time 30 minute. Yields the product Cl.OC(C(OC)=N)C1=CC(=CC=C1)OC(C(F)F)(F)F (methyl 2-hydroxy-2-(3-(1,1,2,2-tetrafluoroethoxy)phenyl)acetimidate HCl salt). Reaction SMILES: [OH:1][CH:2]([C:5]1[CH:10]=[CH:9][CH:8]=[C:7]([O:11][C:12]([F:17])([F:16])[CH:13]([F:15])[F:14])[CH:6]=1)[C:3]#[N:4].CO.[ClH:20].[O:21]1CCOC[CH2:22]1>C(OCC)C>[ClH:20].[OH:1][CH:2]([C:5]1[CH:10]=[CH:9][CH:8]=[C:7]([O:11][C:12]([F:16])([F:17])[CH:13]([F:14])[F:15])[CH:6]=1)[C:3](=[NH:4])[O:21][CH3:22] |f:5.6|. Reported procedure: To 130A (249 mg, 1.0 mmol) in anhydrous diethyl ether (4 mL) at 0° C. was added MeOH (0.4 mL, 10 mmol) and 4.0 N HCl in dioxane (2.0 mL, 8 mmol). The mixture was stirred at 0° C. for 30 min and then at rt for 4.0 h. The solvent was removed to give methyl 2-hydroxy-2-(3-(1,1,2,2-tetrafluoroethoxy)phenyl)acetimidate HCl salt. To this salt in CH2Cl2 (4.0 mL) was added H2O (8.0 mL). The mixture was stirred at rt for 30 min, then extracted with CH2Cl2 (2×50 mL). The combined organic extracts were dri... Reactants: NC(C(=O)O)C1=C(C(=CC=C1)Cl)Cl (amino-(2,3-dichlorophenyl)acetic acid), B.C1CCOC1 (borane THF), [OH-].[Na+] (sodium hydroxide). The product is NC(CO)C1=C(C(=CC=C1)Cl)Cl (2-Amino-2-(2,3-dichlorophenyl)ethanol). Reaction SMILES: [NH2:1][CH:2]([C:6]1[CH:11]=[CH:10][CH:9]=[C:8]([Cl:12])[C:7]=1[Cl:13])[C:3](O)=[O:4].B.C1COCC1.[OH-].[Na+]>>[NH2:1][CH:2]([C:6]1[CH:11]=[CH:10][CH:9]=[C:8]([Cl:12])[C:7]=1[Cl:13])[CH2:3][OH:4] |f:1.2,3.4|. Procedure: Quantities of 1.0 g (4.54 mmol) of amino-(2,3-dichlorophenyl)acetic acid and 18.18 ml (18.18 mmol) of borane-THF complex (1M solution in THF) were stirred together at RT until the reaction was complete. For work-up, pieces of ice were added. After the end of the evolution of gas, the mixture was adjusted to a pH of 9-10 using 1M aqueous sodium hydroxide solution, and extracted three times with tert-butyl methyl ether. The combined organic phases were dried over sodium sulphate, filtered and free...